Dataset: the Open Reaction Database (ORD), a public repository of structured organic reaction records. Task: describe an organic reaction: reactants, conditions, products, and yield The reactants are Clc1ccc(-c2c[nH]c(Cc3ccc(Br)cc3)n2)c(Cl)c1, O=[N+]([O-])c1ccc(CBr)cc1. The product is O=[N+]([O-])c1ccc(Cn2cc(-c3ccc(Cl)cc3Cl)nc2Cc2ccc(Br)cc2)cc1. RXN SMILES: [Br:1][c:2]1[cH:3][cH:4][c:5]([CH2:6][c:7]2[nH:8][cH:9][c:10](-[c:12]3[c:13]([Cl:19])[cH:14][c:15]([Cl:18])[cH:16][cH:17]3)[n:11]2)[cH:20][cH:21]1.[N+:22](=[O:23])([O-:24])[c:25]1[cH:26][cH:27][c:28]([CH2:29][Br:30])[cH:31][cH:32]1>>[Br:1][c:2]1[cH:3][cH:4][c:5]([CH2:6][c:7]2[n:8]([CH2:29][c:28]3[cH:27][cH:26][c:25]([N+:22](=[O:23])[O-:24])[cH:32][cH:31]3)[cH:9][c:10](-[c:12]3[c:13]([Cl:19])[cH:14][c:15]([Cl:18])[cH:16][cH:17]3)[n:11]2)[cH:20][cH:21]1. Reactants: BrC1=CC=C(C(=O)Cl)C=C1 (4-bromobenzoyl chloride), BrCC1=CC(=C(C=C1)SC)F (4-(bromomethyl)-2-fluoro-1-(methylsulfanyl)benzene). Reagents/catalysts: [Zn] (zinc), C=1C=CC(=CC1)[P](C=2C=CC=CC2)(C=3C=CC=CC3)[Pd]([P](C=4C=CC=CC4)(C=5C=CC=CC5)C=6C=CC=CC6)([P](C=7C=CC=CC7)(C=8C=CC=CC8)C=9C=CC=CC9)[P](C=1C=CC=CC1)(C=1C=CC=CC1)C=1C=CC=CC1 (tetrakis(triphenylphosphine)palladium(0)). The solvent is COCCOC (DME), COCCOC (DME). Run at time 2.5 hour. Yields the product BrC1=CC=C(C=C1)C(CC1=CC(=C(C=C1)SC)F)=O (1-(4-Bromophenyl)-2-[3-fluoro-4-(methylsulfanyl)phenyl]-1-ethanone). Yield: 72.8%. As a reaction SMILES: [Br:1][C:2]1[CH:10]=[CH:9][C:5]([C:6](Cl)=[O:7])=[CH:4][CH:3]=1.Br[CH2:12][C:13]1[CH:18]=[CH:17][C:16]([S:19][CH3:20])=[C:15]([F:21])[CH:14]=1>COCCOC.[Zn].C1C=CC([P]([Pd]([P](C2C=CC=CC=2)(C2C=CC=CC=2)C2C=CC=CC=2)([P](C2C=CC=CC=2)(C2C=CC=CC=2)C2C=CC=CC=2)[P](C2C=CC=CC=2)(C2C=CC=CC=2)C2C=CC=CC=2)(C2C=CC=CC=2)C2C=CC=CC=2)=CC=1>[Br:1][C:2]1[CH:10]=[CH:9][C:5]([C:6](=[O:7])[CH2:12][C:13]2[CH:18]=[CH:17][C:16]([S:19][CH3:20])=[C:15]([F:21])[CH:14]=2)=[CH:4][CH:3]=1 |^1:32,34,53,72|. Reported procedure: To the mixture of 4-bromobenzoyl chloride (10.81 g, 49.26 mmol), zinc (4,40 g, 67.24 mmol) and tetrakis(triphenylphosphine)palladium(0) (2.99 g, 2.586 mmol) in DME (250 mL) was added dropwise the solution of 4-(bromomethyl)-2-fluoro-1-(methylsulfanyl)benzene (12.16 g, 51.72 mmol) in DME (120 mL) at room temperature. After 2.5 hour, the mixture was filtered through celite, the filtrate was evaporated, diluted with ethyl acetate (300 mL), washed with water (100 mL), brine (100 mL), dried over sodi...